From a dataset of the Open Reaction Database (ORD), a public repository of structured organic reaction records. describe an organic reaction: reactants, conditions, products, and yield Starting materials: COCCOCOC(CC)C=1C=C(SC1S(=O)(=O)C)S(=O)(=O)N (4-[1-(methoxyethoxymethoxy)propyl]-5-methylsulfonylthiophene-2-sulfonamide), S(O)(O)(=O)=O (sulfuric acid), [OH-].[Na+] (NaOH), CO.C(Cl)(Cl)Cl (methanol CHCl3). Run in CO (methanol), O (water). Conditions: time 1 hour. Yields the product OC(CC)C=1C=C(SC1S(=O)(=O)C)S(=O)(=O)N (4-(1-Hydroxypropyl)-5-methylsulfonylthiophene-2-sulfonamide). The yield is 50.1%. RXN SMILES: COCCOC[O:7][CH:8]([C:11]1[CH:12]=[C:13]([S:20]([NH2:23])(=[O:22])=[O:21])[S:14][C:15]=1[S:16]([CH3:19])(=[O:18])=[O:17])[CH2:9][CH3:10].S(=O)(=O)(O)O.[OH-].[Na+].CO.C(Cl)(Cl)Cl>CO.O>[OH:7][CH:8]([C:11]1[CH:12]=[C:13]([S:20]([NH2:23])(=[O:22])=[O:21])[S:14][C:15]=1[S:16]([CH3:19])(=[O:17])=[O:18])[CH2:9][CH3:10] |f:2.3,4.5|. Procedure details: To a stirred solution of 4-[1-(methoxyethoxymethoxy)propyl]-5-methylsulfonylthiophene-2-sulfonamide (8.0 g, 0.02 mol) in methanol (20 ml) was added a cold solution of concentrated sulfuric acid (20 ml) in water (20 ml). The mixture was stirred at room temperature for 1 hour and the solution was basified with a slight excess of 40% NaOH and the suspension was filtered to remove precipitated salts. The filtrate was washed with ether and acidified with HCl. The acidified mixture was extracted with ... Starting materials: NCC(CC(=O)OC)(C)C1=CC(=CC=C1)N (methyl 4-amino-3-(3-aminophenyl)-3-methyl-butanoate), crude material, ClCCN(C=1C=CC(=C(C1)C1CC(NC1)=O)C)CCCl (4-[5-(bis(2-chloroethyl)amino)-2-methyl-phenyl]pyrrolidin-2-one). Run in C1(=CC=CC=C1)C (toluene). Conditions: temperature 100 celsius. The product is NC=1C=C(C=CC1)C1(CC(NC1)=O)C (4-(3-Aminophenyl)-4-methyl-pyrrolidin-2-one). As a reaction SMILES: [NH2:1][CH2:2][C:3]([C:10]1[CH:15]=[CH:14][CH:13]=[C:12]([NH2:16])[CH:11]=1)([CH3:9])[CH2:4][C:5](OC)=[O:6].ClCCN(CCCl)C1C=CC(C)=C(C2CNC(=O)C2)C=1>C1(C)C=CC=CC=1>[NH2:16][C:12]1[CH:11]=[C:10]([C:3]2([CH3:9])[CH2:2][NH:1][C:5](=[O:6])[CH2:4]2)[CH:15]=[CH:14][CH:13]=1. Reported procedure: In a second reaction of the same scale, under comparable conditions, and using comparable procedures, the initially isolated material consisted exclusively of the non-cyclized form (methyl 4-amino-3-(3-aminophenyl)-3-methyl-butanoate) MS (ESI+): m/z=223.20 (M+H)+. The crude material was dissolved/suspended in a sealed tube in toluene (about 25 mL) and heated to about 100° C. (oil bath temperature) for overnight to facilitate lactam formation (TLC reaction control). The organic solution was evapo... Product: COCC(=NO)c1ccccc1. As a reaction SMILES: [CH3:17][CH2:18][OH:19].[CH3:6][O:7][CH2:8][C:9](=[O:10])[c:11]1[cH:12][cH:13][cH:14][cH:15][cH:16]1.[Cl-:1].[Na+:5].[OH-:4].[OH:2][NH3+:3]>>[OH:2][N:3]=[C:9]([CH2:8][O:7][CH3:6])[c:11]1[cH:12][cH:13][cH:14][cH:15][cH:16]1. Reactants: CCO, COCC(=O)c1ccccc1, [Cl-], [Na+], [OH-], [NH3+]O. Starting materials: O=C([O-])[O-], CC1(C)OCC(c2cnc(NC(=O)C(C)(C)C)cn2)O1, CO, [K+], [K+]. Yields the product CC1(C)OCC(c2cnc(N)cn2)O1. Reaction SMILES: [C:21](=[O:22])([O-:23])[O-:24].[CH3:1][C:2]1([CH3:20])[O:3][CH2:4][CH:5]([c:7]2[n:8][cH:9][c:10]([NH:13][C:14](=[O:15])[C:16]([CH3:17])([CH3:18])[CH3:19])[n:11][cH:12]2)[O:6]1.[CH3:27][OH:28].[K+:25].[K+:26]>>[CH3:1][C:2]1([CH3:20])[O:3][CH2:4][CH:5]([c:7]2[n:8][cH:9][c:10]([NH2:13])[n:11][cH:12]2)[O:6]1. Starting materials: C(C)(C)(C)C=1C=C(C=O)C=C(C1O)C(C)(C)C (3,5-di-tert-butyl-4-hydroxybenzaldehyde), C(C)(C)N(CC)C(C)C (diisopropylethylamine), COCCOCCl (2-methoxyethoxymethyl chloride). The solvent is C(Cl)Cl (CH2Cl2). The product is CC(C)(C)C=1C=C(C=O)C=C(C1OCOCCOC)C(C)(C)C (3,5-bis(1,1-dimethylethyl)-4-[(2-methoxyethoxy)methoxy]benzaldehyde). The yield is 75.7%. As a reaction SMILES: [C:1]([C:5]1[CH:6]=[C:7]([CH:10]=[C:11]([C:14]([CH3:17])([CH3:16])[CH3:15])[C:12]=1[OH:13])[CH:8]=[O:9])([CH3:4])([CH3:3])[CH3:2].C(N(C(C)C)CC)(C)C.[CH3:27][O:28][CH2:29][CH2:30][O:31][CH2:32]Cl>C(Cl)Cl>[CH3:15][C:14]([C:11]1[CH:10]=[C:7]([CH:6]=[C:5]([C:1]([CH3:4])([CH3:3])[CH3:2])[C:12]=1[O:13][CH2:27][O:28][CH2:29][CH2:30][O:31][CH3:32])[CH:8]=[O:9])([CH3:17])[CH3:16]. Procedure: A mixture of 11.7 g (0.05 mole) of 3,5-di-tert-butyl-4-hydroxybenzaldehyde and 19.4 g (0.15 mole) of diisopropylethylamine in 150 mL of CH2Cl2 is treated with 18.7 g (0.15 mole) of 2-methoxyethoxymethyl chloride (MEM-Cl) and the resulting solution is heated under reflux for 48 hours and evaporated to dryness. The residue is taken up in CH2Cl2, washed with 1N HCl and brine, and dried with MgSO4. The solution is evaporated and the residue is filtered through flash grade silica gel, washing with 1:... The reactants are CC1(C)OB(c2cn[nH]c2)OC1(C)C, CC#N, COc1ccc(CCl)cc1, [K+], [K+], O=C([O-])[O-], O. The product is COc1ccc(Cn2cc(B3OC(C)(C)C(C)(C)O3)cn2)cc1. Reaction SMILES: [CH3:1][C:2]1([CH3:14])[O:3][B:4]([c:9]2[cH:10][n:11][nH:12][cH:13]2)[O:5][C:6]1([CH3:7])[CH3:8].[CH3:32][C:33]#[N:34].[Cl:15][CH2:16][c:17]1[cH:18][cH:19][c:20]([O:23][CH3:24])[cH:21][cH:22]1.[K+:25].[K+:26].[O-:27][C:28]([O-:29])=[O:30].[OH2:31]>>[CH3:1][C:2]1([CH3:14])[O:3][B:4]([c:9]2[cH:10][n:11][n:12]([CH2:16][c:17]3[cH:18][cH:19][c:20]([O:23][CH3:24])[cH:21][cH:22]3)[cH:13]2)[O:5][C:6]1([CH3:7])[CH3:8]. Starting materials: [H-].[Na+] (Sodium hydride), C(C)I (ethyliodide), IC=1C(=NNC1)C=1SC=CC1 (4-iodo-3-(2-thienyl)-1H-pyrazole), [H-].[Na+] (sodium hydride), C(C)I (ethyliodide), ClC=1C=C(SC1)C1=NN(C=C1I)CC (3-(4-chloro-2-thienyl)-1-ethyl-4-iodo-1H-pyrazole). Run in CN(C=O)C (N,N-dimethylformamide), CC(C)(C)OC (MTBE), O (Water). Conditions: time 15 minute. The product is mixture, ClC=1C=C(SC1)C1=C(C=NN1CC)I (5-(4-chloro-2-thienyl)-1-ethyl-4-iodo-1H-pyrazole). Isolated yield 84.0%. Reaction SMILES: I[C:2]1C(C2SC=CC=2)=NN[CH:6]=1.[H-].[Na+].C(I)C.[Cl:17][C:18]1[CH:19]=[C:20]([C:23]2[C:27]([I:28])=[CH:26][N:25](CC)[N:24]=2)[S:21][CH:22]=1>CN(C)C=O.CC(OC)(C)C.O>[Cl:17][C:18]1[CH:19]=[C:20]([C:23]2[N:24]([CH2:2][CH3:6])[N:25]=[CH:26][C:27]=2[I:28])[S:21][CH:22]=1 |f:1.2|. Procedure details: To a solution of 4-iodo-3-(2-thienyl)-1H-pyrazole (4.8 mmol) in 15 mL dry N,N-dimethylformamide under argon atmosphere was added sodium hydride (5.8 mmol, 60% dispersion in mineral oil) in portions at 0° C. The reaction mixture was allowed to warm to room temperature and was stirred for 15 min. After cooling to 0° C., ethyliodide (7.2 mmol) was added dropwise. The reaction mixture was stirred at room temperature overnight. Sodium hydride (1.2 mmol) and ethyliodide (2.5 mmol) were added and stirr...